Dataset: the Open Reaction Database (ORD), a public repository of structured organic reaction records. Task: describe an organic reaction: reactants, conditions, products, and yield Reactants: C(C)(C)(C)N (t-butylamine), ClCCN=C=O (2-chloroethylisocyanate). Solvent: CC#N (MeCN). Conditions: time 1 hour. Yields the product C(C)(C)(C)NC(=O)NCCCl (1-(tert-butyl)-3-(2-chloroethyl)urea). Yield: 83.3%. RXN SMILES: [C:1]([NH2:5])([CH3:4])([CH3:3])[CH3:2].[Cl:6][CH2:7][CH2:8][N:9]=[C:10]=[O:11]>CC#N>[C:1]([NH:5][C:10]([NH:9][CH2:8][CH2:7][Cl:6])=[O:11])([CH3:4])([CH3:3])[CH3:2]. Reported procedure: A solution of t-butylamine (6.00 g, 82 mmol) in MeCN (120 mL) was treated with 2-chloroethylisocyanate (9.00 g, 85 mmol), stirred at RT for 1 h, and the resulting solid was collected via filtration to afford 1-(tert-butyl)-3-(2-chloroethyl)urea (12.2 g, 83%) as a white solid. 1H NMR (400 MHz, DMSO-d6): δ 5.89 (t, J=5.9 Hz, 1 H), 5.82 (s, 1 H), 3.53 (t, J=6.2 Hz, 2 H), 3.24 (q, J=6.1 Hz, 2 H), 1.19 (s, 9 H); MS (ESI) m/z: 179.1 (M+H+). The reactants are CC(=O)O, NC(=O)c1ccncc1, OO. The product is NC(=O)c1cc[n+]([O-])cc1. RXN SMILES: [CH3:12][C:13](=[O:14])[OH:15].[NH2:1][C:2](=[O:3])[c:4]1[cH:5][cH:6][n:7][cH:8][cH:9]1.[OH:10][OH:11]>>[NH2:1][C:2](=[O:3])[c:4]1[cH:5][cH:6][n+:7]([O-:10])[cH:8][cH:9]1. Starting materials: N#CCCBr, CCOC(C)=O, Cl, [H-], Nc1ncnc2[nH]cnc12, [Na+], CN(C)C=O. The product is N#CCCn1cnc2c(N)ncnc21. Reaction SMILES: [Br:13][CH2:14][CH2:15][C:16]#[N:17].[CH3:23][CH2:24][O:25][C:26]([CH3:27])=[O:28].[ClH:29].[H-:2].[NH2:3][c:4]1[n:5][cH:6][n:7][c:8]2[nH:9][cH:10][n:11][c:12]12.[Na+:1].[O:18]=[CH:19][N:20]([CH3:21])[CH3:22]>>[NH2:3][c:4]1[n:5][cH:6][n:7][c:8]2[n:9]([CH2:14][CH2:15][C:16]#[N:17])[cH:10][n:11][c:12]12. The reactants are NC(CC(=O)O)C1=CC(=C(C=C1)OC(F)F)OCC1CC1 (3-amino-3-(3-cyclopropylmethoxy-4-difluoromethoxy-phenyl)-propionic acid), C(C)(=O)Cl (acetyl chloride). As a reaction SMILES: [NH2:1][CH:2]([C:7]1[CH:12]=[CH:11][C:10]([O:13][CH:14]([F:16])[F:15])=[C:9]([O:17][CH2:18][CH:19]2[CH2:21][CH2:20]2)[CH:8]=1)[CH2:3][C:4]([OH:6])=[O:5].[C:22]([Cl:25])(=O)C>CO>[ClH:25].[CH3:22][O:5][C:4](=[O:6])[CH2:3][CH:2]([NH2:1])[C:7]1[CH:12]=[CH:11][C:10]([O:13][CH:14]([F:16])[F:15])=[C:9]([O:17][CH2:18][CH:19]2[CH2:21][CH2:20]2)[CH:8]=1 |f:3.4|. Conditions: temperature 0 celsius, time 15 minute. Procedure details: To a stirred suspension of 3-amino-3-(3-cyclopropylmethoxy-4-difluoromethoxy-phenyl)-propionic acid (500 mg, 1.7 mmol) in methanol (10 ml) was added dropwise acetyl chloride (0.3 ml, 4.3 mmol) under nitrogen atmosphere at 0° C. After the addition, the mixture was stirred at 0° C. for 15 min and the ice bath was removed. The mixture was stirred at room temperature overnight. Solvent was removed in vacuo. The resulted solid was stirred with ether (30 ml) for 2 hours. The suspension was filtered to... Isolated yield 90.3%. The solvent is CO (methanol). Yields the product Cl.COC(CC(C1=CC(=C(C=C1)OC(F)F)OCC1CC1)N)=O (3-amino-3-(3-cyclopropylmethoxy-4-difluoromethoxy-phenyl)-propionic acid methyl ester HCl salt). Starting materials: Cl (hydrochloric acid), C(C1=CC=CC=C1)OC(=O)N1CCC(CC1)(CCC1OCCO1)C(=O)OCC (4-Ethoxycarbonyl-4-[2-(1,3-dioxolan-2-yl)ethyl]piperidine-1-carboxylic acid benzyl ester), C(O)([O-])=O.[Na+] (sodium hydrogencarbonate). Run in O1CCCC1 (tetrahydrofuran). Conditions: time 1 hour. The product is C(C1=CC=CC=C1)OC(=O)N1CCC(CC1)(CCC=O)C(=O)OCC (4-Ethoxycarbonyl-4-(2-formylethyl)piperidine-1-carboxylic Acid Benzyl Ester). The yield is 73.5%. Reaction SMILES: [CH2:1]([O:8][C:9]([N:11]1[CH2:16][CH2:15][C:14]([C:24]([O:26][CH2:27][CH3:28])=[O:25])([CH2:17][CH2:18][CH:19]2OCC[O:20]2)[CH2:13][CH2:12]1)=[O:10])[C:2]1[CH:7]=[CH:6][CH:5]=[CH:4][CH:3]=1.Cl.C(=O)([O-])O.[Na+]>O1CCCC1>[CH2:1]([O:8][C:9]([N:11]1[CH2:12][CH2:13][C:14]([C:24]([O:26][CH2:27][CH3:28])=[O:25])([CH2:17][CH2:18][CH:19]=[O:20])[CH2:15][CH2:16]1)=[O:10])[C:2]1[CH:3]=[CH:4][CH:5]=[CH:6][CH:7]=1 |f:2.3|. Procedure details: 4-Ethoxycarbonyl-4-[2-(1,3-dioxolan-2-yl)ethyl]piperidine-1-carboxylic acid benzyl ester (460 mg) was dissolved in tetrahydrofuran (5 ml) and thereto was dropwise added conc. hydrochloric acid (5 ml) with ice-cooling, and the mixture was stirred at room temperature for 1 hour. After completion of the reaction, the reaction mixture was poured into aqueous sodium hydrogencarbonate solution and the mixture was extracted with ethyl acetate. The organic layer was washed successively with water and sa...